The task is: describe an organic reaction: reactants, conditions, products, and yield. This data is from the Open Reaction Database (ORD), a public repository of structured organic reaction records. Reactants: N1(CCCC1)[C@H]1CN(CC1)C1=C(C=C(C=C1)N1C(C2=CC=C(C=C2CC1)OC)=O)F (2-((R)-4-[1,3′]bipyrrolidinyl-1′-yl-3-fluorophenyl)-6-methoxy-3,4-dihydro-2H-isoquinolin-1-one), Br (hydrogen bromide). The product is N1(CCCC1)[C@H]1CN(CC1)C1=C(C=C(C=C1)N1C(C2=CC=C(C=C2CC1)O)=O)F (2-((R)-4-[1,3′]Bipyrrolidinyl-1′-yl-3-fluorophenyl)-6-hydroxy-3,4-dihydro-2H-isoquinolin-1-one). As a reaction SMILES: [N:1]1([C@@H:6]2[CH2:10][CH2:9][N:8]([C:11]3[CH:16]=[CH:15][C:14]([N:17]4[CH2:26][CH2:25][C:24]5[C:19](=[CH:20][CH:21]=[C:22]([O:27]C)[CH:23]=5)[C:18]4=[O:29])=[CH:13][C:12]=3[F:30])[CH2:7]2)[CH2:5][CH2:4][CH2:3][CH2:2]1.Br>>[N:1]1([C@@H:6]2[CH2:10][CH2:9][N:8]([C:11]3[CH:16]=[CH:15][C:14]([N:17]4[CH2:26][CH2:25][C:24]5[C:19](=[CH:20][CH:21]=[C:22]([OH:27])[CH:23]=5)[C:18]4=[O:29])=[CH:13][C:12]=3[F:30])[CH2:7]2)[CH2:2][CH2:3][CH2:4][CH2:5]1. Procedure details: According to Method L, 2-((R)-4-[1,3′]bipyrrolidinyl-1′-yl-3-fluorophenyl)-6-methoxy-3,4-dihydro-2H-isoquinolin-1-one was reacted with hydrogen bromide. In this way the product was obtained with molecular weight 395.48 (C23H26FN3O2); MS (ESI): 396 (M+H+). Reactants: CCOC(=O)Cn1ncc(NCc2ccc(OCC)c(OC)c2)c(Br)c1=O, CCO, Cl. The product is CCOC(=O)Cn1ncc(N)c(Br)c1=O. RXN SMILES: [Br:1][c:2]1[c:3]([NH:15][CH2:16][c:17]2[cH:18][cH:19][c:20]([O:21][CH2:22][CH3:23])[c:24]([O:25][CH3:26])[cH:27]2)[cH:4][n:5][n:6]([CH2:9][C:10](=[O:11])[O:12][CH2:13][CH3:14])[c:7]1=[O:8].[CH3:29][CH2:30][OH:31].[ClH:28]>>[Br:1][c:2]1[c:3]([NH2:15])[cH:4][n:5][n:6]([CH2:9][C:10](=[O:11])[O:12][CH2:13][CH3:14])[c:7]1=[O:8].